From a dataset of the Open Reaction Database (ORD), a public repository of structured organic reaction records. describe an organic reaction: reactants, conditions, products, and yield The product is CC1(CCN(CC1)CCCNC(=O)N1C(OCC1C1=CC(=C(C=C1)F)F)=O)C1=CC=CC=C1 (4-(3,4-difluoro-phenyl)-2-oxo-oxazolidine-3-carboxylic acid (3-[4-methyl-4-phenyl-piperidin-1-yl)-propyl}-amide). Reactants: NCCCN1CCC(CC1)(C1=CC=CC=C1)C (1-(3-amino-propyl)-4-methyl-4-phenyl-piperidine), [N+](=O)([O-])C1=CC=C(C=C1)OC(=O)N1C(OCC1C1=CC(=C(C=C1)F)F)=O (4-(3,4-difluorophenyl)-2-oxo-oxazolidine-3-carboxylic acid-4-nitro-phenyl ester). The solvent is C1CCOC1 (THF). Isolated yield 74.2%. Procedure: To a solution of 1-(3-amino-propyl)-4-methyl-4-phenyl-piperidine (60 mg, 0.258 mmol) in 10 mL of THF, 4-(3,4-difluorophenyl)-2-oxo-oxazolidine-3-carboxylic acid-4-nitro-phenyl ester (60 mg, 0.165 mmol) was added and the resulting yellow solution was stirred under argon atmosphere for 2 h at room temperature. The solvent was removed in vacuo and the residue was purified by column chromatography over silica gel with 1:1 hexane/EtOAc followed by MeOH:EtOAc=1:19 (Rf=0.45, MeOH:EtOAc=1:3 to obtain 4-... Conditions: time 2 hour. As a reaction SMILES: [NH2:1][CH2:2][CH2:3][CH2:4][N:5]1[CH2:10][CH2:9][C:8]([CH3:17])([C:11]2[CH:16]=[CH:15][CH:14]=[CH:13][CH:12]=2)[CH2:7][CH2:6]1.[N+](C1C=CC([O:27][C:28]([N:30]2[CH:34]([C:35]3[CH:40]=[CH:39][C:38]([F:41])=[C:37]([F:42])[CH:36]=3)[CH2:33][O:32][C:31]2=[O:43])=O)=CC=1)([O-])=O>C1COCC1>[CH3:17][C:8]1([C:11]2[CH:16]=[CH:15][CH:14]=[CH:13][CH:12]=2)[CH2:7][CH2:6][N:5]([CH2:4][CH2:3][CH2:2][NH:1][C:28]([N:30]2[CH:34]([C:35]3[CH:40]=[CH:39][C:38]([F:41])=[C:37]([F:42])[CH:36]=3)[CH2:33][O:32][C:31]2=[O:43])=[O:27])[CH2:10][CH2:9]1. The reactants are CO, CSc1nn(-c2c(Cl)cc(C(F)(F)F)cc2Cl)c(N)c1C#N, [NH4+], [OH-], O, OO. Yields the product CSc1nn(-c2c(Cl)cc(C(F)(F)F)cc2Cl)c(N)c1C(N)=O. RXN SMILES: [CH3:27][OH:28].[NH2:1][c:2]1[c:3]([C:21]#[N:22])[c:4]([S:19][CH3:20])[n:5][n:6]1-[c:7]1[c:8]([Cl:18])[cH:9][c:10]([C:14]([F:15])([F:16])[F:17])[cH:11][c:12]1[Cl:13].[NH4+:25].[OH-:26].[OH2:29].[OH:23][OH:24]>>[NH2:1][c:2]1[c:3]([C:21]([NH2:22])=[O:23])[c:4]([S:19][CH3:20])[n:5][n:6]1-[c:7]1[c:8]([Cl:18])[cH:9][c:10]([C:14]([F:15])([F:16])[F:17])[cH:11][c:12]1[Cl:13].